From a dataset of the Open Reaction Database (ORD), a public repository of structured organic reaction records. describe an organic reaction: reactants, conditions, products, and yield Starting materials: NCCN1CCCCC1 (1-(2-aminoethyl)-piperidine), C(C)N(CC)CCN=C=S (diethylaminoethyl isothiocyanate). Product: C(C)N(CCNC(=S)NCCN1CCCCC1)CC (N-(2-Diethylaminoethyl)-N'-(2-piperidinoethyl)-thiourea). Reaction SMILES: [NH2:1][CH2:2][CH2:3][N:4]1[CH2:9][CH2:8][CH2:7][CH2:6][CH2:5]1.[CH2:10]([N:12]([CH2:15][CH2:16][N:17]=[C:18]=[S:19])[CH2:13][CH3:14])[CH3:11]>>[CH2:10]([N:12]([CH2:13][CH3:14])[CH2:15][CH2:16][NH:17][C:18]([NH:1][CH2:2][CH2:3][N:4]1[CH2:9][CH2:8][CH2:7][CH2:6][CH2:5]1)=[S:19])[CH3:11]. Procedure: By the general method described in Example 1, 1-(2-aminoethyl)-piperidine is reacted with diethylaminoethyl isothiocyanate to give the title compound. The reactants are OCC=1C=C(C=CC1)B(O)O (3-(hydroxymethyl)phenylboronic acid), O1COC2=C1C=CC(=C2)C2(CC2)C(=O)NC=2C=NC(=C(C2)Br)C (1-(benzo[d][1,3]dioxol-5-yl)-N-(5-bromo-6-methylpyridin-3-yl)cyclopropanecarboxamide), O1COC2=C1C=CC(=C2)C2(CC2)C(=O)NC=2C=NC(=C(C2)C2=CC=CC=C2)C (1-(benzo[d][1,3]dioxol-5-yl)-N-(6-methyl-5-phenylpyridin-3-yl)cyclopropanecarboxamide). The product is O1COC2=C1C=CC(=C2)C2(CC2)C(=O)NC=2C=NC(=C(C2)C2=CC(=CC=C2)CO)C (1-(Benzo[d][1,3]dioxol-5-yl)-N-(5-(3-(hydroxymethyl)phenyl)-6-methylpyridin-3-yl)cyclopropanecarboxamide). Reaction SMILES: [OH:1][CH2:2][C:3]1[CH:4]=[C:5](B(O)O)[CH:6]=[CH:7][CH:8]=1.[O:12]1[C:16]2[CH:17]=[CH:18][C:19]([C:21]3([C:24]([NH:26][C:27]4[CH:28]=[N:29][C:30]([CH3:34])=[C:31](Br)[CH:32]=4)=[O:25])[CH2:23][CH2:22]3)=[CH:20][C:15]=2[O:14][CH2:13]1.O1C2C=CC(C3(C(NC4C=NC(C)=C(C5C=CC=CC=5)C=4)=O)CC3)=CC=2OC1>>[O:12]1[C:16]2[CH:17]=[CH:18][C:19]([C:21]3([C:24]([NH:26][C:27]4[CH:28]=[N:29][C:30]([CH3:34])=[C:31]([C:5]5[CH:6]=[CH:7][CH:8]=[C:3]([CH2:2][OH:1])[CH:4]=5)[CH:32]=4)=[O:25])[CH2:23][CH2:22]3)=[CH:20][C:15]=2[O:14][CH2:13]1. Procedure: 1-(Benzo[d][1,3]dioxol-5-yl)-N-(5-(3-(hydroxymethyl)phenyl)-6-methylpyridin-3-yl)cyclopropanecarboxamide was prepared from 3-(hydroxymethyl)phenylboronic acid and 1-(benzo[d][1,3]dioxol-5-yl)-N-(5-bromo-6-methylpyridin-3-yl)cyclopropanecarboxamide in a manner analogous to that of 1-(benzo[d][1,3]dioxol-5-yl)-N-(6-methyl-5-phenylpyridin-3-yl)cyclopropanecarboxamide. Reactants: CN(N=C(C1=C(C=CC=C1)Cl)Cl)S(=O)(=O)C1=CC=CC=C1 (N-methyl-N-(benzenesulfonyl)-2-chlorobenzohydrazonoyl chloride), ClC1=C(C=C(C#N)C=C1)OCCCCCCCC (4-chloro-3-octyloxybenzonitrile), ClC1=C(C=CC=C1)Cl (o-dichlorobenzene). Reagents/catalysts: [Fe](Cl)(Cl)Cl (iron (III) chloride). Run in C(Cl)(Cl)Cl (chloroform). Conditions: temperature 140 celsius, time 30 minute. Product: ClC1=C(C=C(C=C1)C1=NC(=NN1C)C1=C(C=CC=C1)Cl)OCCCCCCCC (5-(4-chloro-3-octyloxyphenyl)-3-(2-chlorophenyl) 1-methyl-1H-1,2,4-triazole). The yield is 42.3%. Reaction SMILES: [CH3:1][N:2](S(C1C=CC=CC=1)(=O)=O)[N:3]=[C:4](Cl)[C:5]1[CH:10]=[CH:9][CH:8]=[CH:7][C:6]=1[Cl:11].[Cl:22][C:23]1[CH:30]=[CH:29][C:26]([C:27]#[N:28])=[CH:25][C:24]=1[O:31][CH2:32][CH2:33][CH2:34][CH2:35][CH2:36][CH2:37][CH2:38][CH3:39].ClC1C=CC=CC=1Cl>C(Cl)(Cl)Cl.[Fe](Cl)(Cl)Cl>[Cl:22][C:23]1[CH:30]=[CH:29][C:26]([C:27]2[N:2]([CH3:1])[N:3]=[C:4]([C:5]3[CH:10]=[CH:9][CH:8]=[CH:7][C:6]=3[Cl:11])[N:28]=2)=[CH:25][C:24]=1[O:31][CH2:32][CH2:33][CH2:34][CH2:35][CH2:36][CH2:37][CH2:38][CH3:39]. Procedure: A mixture of N-methyl-N-(benzenesulfonyl)-2-chlorobenzohydrazonoyl chloride (1.50 g), 4-chloro-3-octyloxybenzonitrile (1.30 g), anhydrous iron (III) chloride (0.80 g) and o-dichlorobenzene (5 ml) is stirred at an oil bath temperature of 140° C. for 30 minutes. After cooling, the reaction mixture is dissolved in chloroform (100 ml), washed with dilute hydrochloric acid, dilute aqueous solution of sodium hydroxide and saline in this order, dried over anhydrous magnesium sulfate and concentrated un... Starting materials: NC1=CC=C2C(=C(C(OC2=C1)=O)CC(=O)O)C (7-Amino-4-methyl-3-coumarinylacetic acid), CO (MeOH). Reagents/catalysts: OS(=O)(=O)O (H2SO4). Reaction conditions: temperature 120 celsius, time 4 hour. Yields the product NC1=CC=C2C(=C(C(OC2=C1)=O)CC(=O)OC)C (methyl 7-amino-4-methylcoumarin-3-acetate). The yield is 75.0%. RXN SMILES: [NH2:1][C:2]1[CH:11]=[C:10]2[C:5]([C:6]([CH3:17])=[C:7]([CH2:13][C:14]([OH:16])=[O:15])[C:8](=[O:12])[O:9]2)=[CH:4][CH:3]=1.[CH3:18]O>OS(O)(=O)=O>[NH2:1][C:2]1[CH:11]=[C:10]2[C:5]([C:6]([CH3:17])=[C:7]([CH2:13][C:14]([O:16][CH3:18])=[O:15])[C:8](=[O:12])[O:9]2)=[CH:4][CH:3]=1. Procedure: 7-Amino-4-methyl-3-coumarinylacetic acid (43.1 mg, 0.18 mmol) was dissolved in MeOH (40 ml). H2SO4 (5 drops) was added, and the reaction mixture was heated to 120° C. and stirred. After 4 hr, the disappearance of the starting materials was confirmed, and the reaction mixture was cooled to room temperature. The reaction mixture was concentrated to ⅓ and the mixture was neutralized with aqueous saturated NaHCO3 solution. The reaction mixture was extracted with BuOH, and the organic layer was conce...